Dataset: the Open Reaction Database (ORD), a public repository of structured organic reaction records. Task: describe an organic reaction: reactants, conditions, products, and yield Reactants: C(C)C=1OC2=C(N1)C(C=CC2=O)=O (2-ethyl-1,3-benzoxazole-4,7-dione), NC1=CC=CC=C1 (aniline). Solvent: C(C)O (ethanol). Reaction conditions: time 1 hour. Product: N(C1=CC=CC=C1)C1=CC(C2=C(N=C(O2)CC)C1=O)=O (5-anilino-2-ethyl-1,3-benzoxazole-4,7-dione). As a reaction SMILES: [CH2:1]([C:3]1[O:4][C:5]2[C:11](=[O:12])[CH:10]=[CH:9][C:8](=[O:13])[C:6]=2[N:7]=1)[CH3:2].[NH2:14][C:15]1[CH:20]=[CH:19][CH:18]=[CH:17][CH:16]=1>C(O)C>[NH:14]([C:9]1[C:8](=[O:13])[C:6]2[N:7]=[C:3]([CH2:1][CH3:2])[O:4][C:5]=2[C:11](=[O:12])[CH:10]=1)[C:15]1[CH:20]=[CH:19][CH:18]=[CH:17][CH:16]=1. Procedure: A mixture of 2-ethyl-1,3-benzoxazole-4,7-dione (1 eq) and aniline (1.1 eq.) in ethanol is kept under stirring for 1 hour. The reaction medium turns to dark violet. After concentration, the residue is purified by medium pressure chromatography on silica in order to produce a violet-coloured powder. Melting point: 200° C. Reactants: II (iodine), C(=O)(OC(C)(C)C)N1CCC(CC1)CCCCO (4-(N-BOC-Piperidin-4-yl)butanol), C1=CC=C(C=C1)P(C2=CC=CC=C2)C3=CC=CC=C3 (Ph3P), N1C=NC=C1 (imidazole). Solvent: C1CCOC1 (THF). The product is EtOAc hexanes, C(=O)(OC(C)(C)C)N1CCC(CC1)CCCCI (4-(N-BOC-Piperidin-4-yl)butyl iodide). The yield is 61.9%. As a reaction SMILES: [C:1]([N:8]1[CH2:13][CH2:12][CH:11]([CH2:14][CH2:15][CH2:16][CH2:17]O)[CH2:10][CH2:9]1)([O:3][C:4]([CH3:7])([CH3:6])[CH3:5])=[O:2].C1C=CC(P(C2C=CC=CC=2)C2C=CC=CC=2)=CC=1.N1C=CN=C1.[I:43]I>C1COCC1>[C:1]([N:8]1[CH2:13][CH2:12][CH:11]([CH2:14][CH2:15][CH2:16][CH2:17][I:43])[CH2:10][CH2:9]1)([O:3][C:4]([CH3:7])([CH3:6])[CH3:5])=[O:2]. Procedure details: A mixture of 4-2 (3.4 g, 13.2 mmol), Ph3P (5.2 g, 19.8 mmol), imidazole (2.7 g, 39.6 mmol), and THF (30 mL) at ambient temperature was treated with iodine (5.0 g, 19.8 mmol) in three portions. After 1 h most of the THF was evaporated and the residue partitioned between EtOAc and H2O. The EtOAc layer was washed with H2O, 10% Na2S2O3, and brine, dried (MgSO4) and concentrated to give a solid. Flash chromatography (silica, 10% EtOAc/hexanes) gave 4-3 (3.0 g) as a light yellow oil. Rf 0.27 (silica, ... Starting materials: FC1=C(CO)C(=C(C(=C1F)F)F)F (2,3,4,5,6-pentafluorobenzyl alcohol), Cl.NCC(CCC(=O)O)=O (5-amino-4-oxopentanoic acid hydrochloride). Conditions: time 6 day. Product: Cl.NCC(CCC(=O)OCC1=C(C(=C(C(=C1F)F)F)F)F)=O (2,3,4,5,6-Pentafluorobenzyl 5-amino-4-oxopentanoate Hydrochloride). RXN SMILES: [F:1][C:2]1[C:9]([F:10])=[C:8]([F:11])[C:7]([F:12])=[C:6]([F:13])[C:3]=1[CH2:4][OH:5].[ClH:14].[NH2:15][CH2:16][C:17](=[O:23])[CH2:18][CH2:19][C:20](O)=[O:21]>>[ClH:14].[NH2:15][CH2:16][C:17](=[O:23])[CH2:18][CH2:19][C:20]([O:5][CH2:4][C:3]1[C:2]([F:1])=[C:9]([F:10])[C:8]([F:11])=[C:7]([F:12])[C:6]=1[F:13])=[O:21] |f:1.2,3.4|. Procedure: From 2,3,4,5,6-pentafluorobenzyl alcohol (5.1 g; 26 mmol) and 5-amino-4-oxopentanoic acid hydrochloride (1.0 g; 6.0 mmol). The reaction was complete after 6 days at 100° C. The yield was 0.25 g (13%). Mp 146-148° C.